This data is from the Open Reaction Database (ORD), a public repository of structured organic reaction records. The task is: describe an organic reaction: reactants, conditions, products, and yield Reactants: O=C([O-])O, COc1cc(-c2csc3c(C(=O)NCC(OC)OC)cnc(N)c23)ccc1NC(=O)c1cc2ccccc2n1C, [Na+], O, O=C(O)C(F)(F)F. Yields the product COc1cc(-c2csc3c(C(=O)NCC=O)cnc(N)c23)ccc1NC(=O)c1cc2ccccc2n1C. As a reaction SMILES: [C:49](=[O:50])([OH:51])[O-:52].[NH2:1][c:2]1[n:3][cH:4][c:5]([C:32](=[O:33])[NH:34][CH2:35][CH:36]([O:37][CH3:40])[O:38][CH3:39])[c:6]2[c:7]1[c:8](-[c:11]1[cH:12][c:13]([O:30][CH3:31])[c:14]([NH:17][C:18](=[O:19])[c:20]3[n:21]([CH3:29])[c:22]4[cH:23][cH:24][cH:25][cH:26][c:27]4[cH:28]3)[cH:15][cH:16]1)[cH:9][s:10]2.[Na+:53].[OH2:48].[OH:41][C:42]([C:43]([F:44])([F:45])[F:46])=[O:47]>>[NH2:1][c:2]1[n:3][cH:4][c:5]([C:32](=[O:33])[NH:34][CH2:35][CH:36]=[O:37])[c:6]2[c:7]1[c:8](-[c:11]1[cH:12][c:13]([O:30][CH3:31])[c:14]([NH:17][C:18](=[O:19])[c:20]3[n:21]([CH3:29])[c:22]4[cH:23][cH:24][cH:25][cH:26][c:27]4[cH:28]3)[cH:15][cH:16]1)[cH:9][s:10]2. Starting materials: [Br-], C1CCOC1, COCCn1c(-c2ccc(C(C)C)cc2)nc2cc(C=O)cc(OC)c21, [Mg+]c1ccccc1. Product: COCCn1c(-c2ccc(C(C)C)cc2)nc2cc(C(O)c3ccccc3)cc(OC)c21. As a reaction SMILES: [Br-:27].[CH2:35]1[O:36][CH2:37][CH2:38][CH2:39]1.[CH:1]([CH3:2])([CH3:3])[c:4]1[cH:5][cH:6][c:7](-[c:10]2[n:11][c:12]3[c:13]([n:14]2[CH2:15][CH2:16][O:17][CH3:18])[c:19]([O:25][CH3:26])[cH:20][c:21]([CH:23]=[O:24])[cH:22]3)[cH:8][cH:9]1.[c:28]1([Mg+:34])[cH:29][cH:30][cH:31][cH:32][cH:33]1>>[CH:1]([CH3:2])([CH3:3])[c:4]1[cH:5][cH:6][c:7](-[c:10]2[n:11][c:12]3[c:13]([n:14]2[CH2:15][CH2:16][O:17][CH3:18])[c:19]([O:25][CH3:26])[cH:20][c:21]([CH:23]([OH:24])[c:28]2[cH:29][cH:30][cH:31][cH:32][cH:33]2)[cH:22]3)[cH:8][cH:9]1.